Dataset: the Open Reaction Database (ORD), a public repository of structured organic reaction records. Task: describe an organic reaction: reactants, conditions, products, and yield The reactants are ClCCl, CC(C)(C)NS(=O)(=O)c1cccc2c1C(O)CCC2. Product: CC(C)(C)NS(=O)(=O)c1cccc2c1C(=O)CCC2. RXN SMILES: [CH2:20]([Cl:21])[Cl:22].[CH3:1][C:2]([CH3:3])([CH3:4])[NH:5][S:6](=[O:7])(=[O:8])[c:9]1[cH:10][cH:11][cH:12][c:13]2[c:18]1[CH:17]([OH:19])[CH2:16][CH2:15][CH2:14]2>>[CH3:1][C:2]([CH3:3])([CH3:4])[NH:5][S:6](=[O:7])(=[O:8])[c:9]1[cH:10][cH:11][cH:12][c:13]2[c:18]1[C:17](=[O:19])[CH2:16][CH2:15][CH2:14]2. Reactants: C(C1=CC=CC=C1)=O (benzaldehyde), NC=1NC(=C(C1C#N)C)C1=C(C=CC=C1)F (2-amino-3-cyano-4-methyl-5-(2-fluorophenyl)pyrrole), Example 5, S(=O)(=O)([O-])[O-].[Mg+2] (magnesium sulfate). Solvent: C(Cl)Cl (methylene chloride), C(Cl)Cl (methylene chloride). Product: C(C1=CC=CC=C1)NC=1NC(=C(C1C#N)C)C1=C(C=CC=C1)F (2-Benzylamino-3-cyano-4-methyl-5-(2-fluorophenyl)pyrrole). As a reaction SMILES: [NH2:1][C:2]1[NH:3][C:4]([C:10]2[CH:15]=[CH:14][CH:13]=[CH:12][C:11]=2[F:16])=[C:5]([CH3:9])[C:6]=1[C:7]#[N:8].S([O-])([O-])(=O)=O.[Mg+2].[CH:23](=O)[C:24]1[CH:29]=[CH:28][CH:27]=[CH:26][CH:25]=1>C(Cl)Cl>[CH2:23]([NH:1][C:2]1[NH:3][C:4]([C:10]2[CH:15]=[CH:14][CH:13]=[CH:12][C:11]=2[F:16])=[C:5]([CH3:9])[C:6]=1[C:7]#[N:8])[C:24]1[CH:29]=[CH:28][CH:27]=[CH:26][CH:25]=1 |f:1.2|. Procedure details: To a solution of 2-amino-3-cyano-4-methyl-5-(2-fluorophenyl)pyrrole (Compound No. 1) obtained in Example 5 (0.21 g) in methylene chloride (5 ml) was added a small amount of magnesium sulfate and the mixture was stirred under ice-cooling. Then, a solution of benzaldehyde (0.11 g) in methylene chloride (5 ml) was added dropwise at the same temperature and the mixture was stirred at room temperature for 5 days. The magnesium sulfate was then filtered off and the filtrate was concentrated under redu... Reactants: ClC1=C(C=CC(=C1)Cl)C=1N=C(C(=NC1CC)N[C@@H]1[C@H](CC2=CC=CC=C12)O)CC ((1S,2S)-1-{[5-(2,4-dichlorophenyl)-3,6-diethylpyrazin-2-yl]amino}-2,3-dihydro-1H-inden-2-ol), [N+](=O)([O-])C1=CC=C(C(=O)O[C@H]2[C@@H](C3=CC=CC=C3C2)NC2=NC(=C(N=C2CC)C2=C(C=C(C=C2)Cl)Cl)CC)C=C1 ((1R,2R)-1-{[5-(2,4-dichlorophenyl)-3,6-diethylpyrazin-2-yl]amino}-2,3-dihydro-1H-inden-2-yl 4-nitrobenzoate). Yields the product ClC1=C(C=CC(=C1)Cl)C=1N=C(C(=NC1CC)N[C@H]1[C@@H](CC2=CC=CC=C12)O)CC ((1R,2R)-1-{[5-(2,4-dichlorophenyl)-3,6-diethylpyrazin-2-yl]amino}-2,3-dihydro-1H-inden-2-ol). As a reaction SMILES: [Cl:1][C:2]1[CH:7]=[C:6]([Cl:8])[CH:5]=[CH:4][C:3]=1[C:9]1[N:10]=[C:11]([CH2:28][CH3:29])[C:12]([NH:17][C@H:18]2[C:26]3[C:21](=[CH:22][CH:23]=[CH:24][CH:25]=3)[CH2:20][C@@H:19]2[OH:27])=[N:13][C:14]=1[CH2:15][CH3:16].[N+](C1C=CC(C(O[C@@H]2CC3C(=CC=CC=3)[C@H]2NC2C(CC)=NC(C3C=CC(Cl)=CC=3Cl)=C(CC)N=2)=O)=CC=1)([O-])=O>>[Cl:1][C:2]1[CH:7]=[C:6]([Cl:8])[CH:5]=[CH:4][C:3]=1[C:9]1[N:10]=[C:11]([CH2:28][CH3:29])[C:12]([NH:17][C@@H:18]2[C:26]3[C:21](=[CH:22][CH:23]=[CH:24][CH:25]=3)[CH2:20][C@H:19]2[OH:27])=[N:13][C:14]=1[CH2:15][CH3:16]. Reported procedure: Following the procedure for the preparation of (1S,2S)-1-{[5-(2,4-dichlorophenyl)-3,6-diethylpyrazin-2-yl]amino}-2,3-dihydro-1H-inden-2-ol but substituting (1R,2R)-1-{[5-(2,4-dichlorophenyl)-3,6-diethylpyrazin-2-yl]amino}-2,3-dihydro-1H-inden-2-yl 4-nitrobenzoate and making non-critical variations provided the title compound as an off-white solid. IR (diffuse reflectance) 3326, 2976, 1572, 1550, 1503, 1472, 1449, 1435, 1399, 1358, 1198, 1074, 862, 819, 753 cm−1; OAMS supporting ions at: ESI+ 428... Starting materials: NC1=NC2(CCO1)c1cc(-c3cccnc3F)ccc1Oc1ncc(Br)cc12, COC(OC)N(C)C. Yields the product CN(C)C=NC1=NC2(CCO1)c1cc(-c3cccnc3F)ccc1Oc1ncc(Br)cc12. As a reaction SMILES: [Br:1][c:2]1[cH:3][c:4]2[c:5]([n:6][cH:7]1)[O:8][c:9]1[cH:10][cH:11][c:12](-[c:22]3[c:23]([F:28])[n:24][cH:25][cH:26][cH:27]3)[cH:13][c:14]1[C:15]21[N:16]=[C:17]([NH2:21])[O:18][CH2:19][CH2:20]1.[CH3:29][O:30][CH:31]([N:32]([CH3:33])[CH3:34])[O:35][CH3:36]>>[Br:1][c:2]1[cH:3][c:4]2[c:5]([n:6][cH:7]1)[O:8][c:9]1[cH:10][cH:11][c:12](-[c:22]3[c:23]([F:28])[n:24][cH:25][cH:26][cH:27]3)[cH:13][c:14]1[C:15]21[N:16]=[C:17]([N:21]=[CH:31][N:32]([CH3:33])[CH3:34])[O:18][CH2:19][CH2:20]1. Starting materials: CC(C)(C)OC(=O)NCC(=O)O, CC#N, C(=NC1CCCCC1)=NC1CCCCC1, COC(=O)C1CC(C(=O)OC(C)(C)C)NC1c1ccccc1. The product is COC(=O)C1CC(C(=O)OC(C)(C)C)N(C(=O)CNC(=O)OC(C)(C)C)C1c1ccccc1. RXN SMILES: [C:38]([CH3:39])([CH3:40])([CH3:41])[O:42][C:43](=[O:44])[NH:45][CH2:46][C:47](=[O:48])[OH:49].[CH3:50][C:51]#[N:52].[CH:1]1([N:2]=[C:3]=[N:4][CH:5]2[CH2:6][CH2:7][CH2:8][CH2:9][CH2:10]2)[CH2:11][CH2:12][CH2:13][CH2:14][CH2:15]1.[c:16]1([CH:22]2[CH:23]([C:34](=[O:35])[O:36][CH3:37])[CH2:24][CH:25]([C:27](=[O:28])[O:29][C:30]([CH3:31])([CH3:32])[CH3:33])[NH:26]2)[cH:17][cH:18][cH:19][cH:20][cH:21]1>>[c:16]1([CH:22]2[CH:23]([C:34](=[O:35])[O:36][CH3:37])[CH2:24][CH:25]([C:27](=[O:28])[O:29][C:30]([CH3:31])([CH3:32])[CH3:33])[N:26]2[C:47]([CH2:46][NH:45][C:43]([O:42][C:38]([CH3:39])([CH3:40])[CH3:41])=[O:44])=[O:48])[cH:17][cH:18][cH:19][cH:20][cH:21]1. Reactants: CCOC(C)=O, CCCCCCCNC(=O)N(C)c1cccc(-c2ccc(CCC(=O)OC)cc2OCCCO)c1, CCCCCCC, CO, [Na+], C1CCOC1, [OH-]. The product is CCCCCCCNC(=O)N(C)c1cccc(-c2ccc(CCC(=O)O)cc2OCCCO)c1. Reaction SMILES: [C:45]([O:46][CH2:47][CH3:48])(=[O:49])[CH3:50].[CH2:3]([CH2:4][CH2:5][CH2:6][CH2:7][CH2:8][CH3:9])[NH:10][C:11]([N:12]([CH3:13])[c:14]1[cH:15][c:16](-[c:20]2[c:21]([O:32][CH2:33][CH2:34][CH2:35][OH:36])[cH:22][c:23]([CH2:26][CH2:27][C:28](=[O:29])[O:30][CH3:31])[cH:24][cH:25]2)[cH:17][cH:18][cH:19]1)=[O:37].[CH3:38][CH2:39][CH2:40][CH2:41][CH2:42][CH2:43][CH3:44].[CH3:51][OH:52].[Na+:2].[O:53]1[CH2:54][CH2:55][CH2:56][CH2:57]1.[OH-:1]>>[CH2:3]([CH2:4][CH2:5][CH2:6][CH2:7][CH2:8][CH3:9])[NH:10][C:11]([N:12]([CH3:13])[c:14]1[cH:15][c:16](-[c:20]2[c:21]([O:32][CH2:33][CH2:34][CH2:35][OH:36])[cH:22][c:23]([CH2:26][CH2:27][C:28](=[O:29])[OH:30])[cH:24][cH:25]2)[cH:17][cH:18][cH:19]1)=[O:37].